Dataset: the Open Reaction Database (ORD), a public repository of structured organic reaction records. Task: describe an organic reaction: reactants, conditions, products, and yield Reactants: C[Si](CC#CCO)(C)C (4-(trimethylsilyl)-2-butynol), P(Br)(Br)Br (phosphorous tribromide). Solvent: C(C)OCC (diethyl ether). Run at time 2.5 hour. Product: BrCC#CC[Si](C)(C)C.[Br-] (bromide (4-bromo-2-butynyl)trimethylsilane). Yield: 42.2%. RXN SMILES: [CH3:1][Si:2]([CH3:9])([CH3:8])[CH2:3][C:4]#[C:5][CH2:6]O.P(Br)(Br)[Br:11]>C(OCC)C>[Br:11][CH2:6][C:5]#[C:4][CH2:3][Si:2]([CH3:9])([CH3:8])[CH3:1].[Br-:11] |f:3.4|. Reported procedure: 4-(trimethylsilyl)-2-butynol [J. Pernet, B. Randrianoelina, and L. Miginiac, Tetrahedron Letters, 25, 651, (1984)] (10 g, 70 mmol) is dissolved in dry diethyl ether (150 ml) and phosphorous tribromide (2.2 ml, 23.3 mmol) is added dropwise. Then the mixture is refluxed, protected from the light during 2.5 hours. The reaction is washed twice with water, once with aqueous sodium bicarbonate and then once with water. The organic layer is dried over sodium sulfate. The solvent is evaporated under red... Starting materials: BrC(C(=O)C1=CC2=C(S1)C=CC=C2C)C (2-bromo-1-(4-methylbenzo[b]thiophen-2-yl)propan-1-one), N1C(NCC1)=S (2-imidazolidinethione), C(C)(=O)O (acetic acid). Run in C(C)O (ethanol). Product: Br.CC1=C(N2C(S1)=NCC2)C2=CC1=C(S2)C=CC=C1C (2-methyl-3-(4-methylbenzo[b]thiophen-2-yl)-5,6-dihydroimidazo[2,1-b]thiazole hydrobromide). The yield is 85.7%. Reaction SMILES: [Br:1][CH:2]([CH3:15])[C:3]([C:5]1[S:9][C:8]2[CH:10]=[CH:11][CH:12]=[C:13]([CH3:14])[C:7]=2[CH:6]=1)=O.[NH:16]1[CH2:20][CH2:19][NH:18][C:17]1=[S:21].C(O)(=O)C>C(O)C>[BrH:1].[CH3:15][C:2]1[S:21][C:17]2=[N:16][CH2:20][CH2:19][N:18]2[C:3]=1[C:5]1[S:9][C:8]2[CH:10]=[CH:11][CH:12]=[C:13]([CH3:14])[C:7]=2[CH:6]=1 |f:4.5|. Procedure details: A mixture of 2-bromo-1-(4-methylbenzo[b]thiophen-2-yl)propan-1-one (0.27 g), 2-imidazolidinethione (0.1 g), acetic acid (2 ml) and ethanol (4 ml) was heated under reflux for 3 hours, then cooled to ambient temperature. The solvents were removed in vacuo and the residue was triturated with ether (2×1 ml). The resulting solid was collected by filtration, washed with ethanol (2 ml) and dried in vacuo at 60° C. for 2 hours to give 2-methyl-3-(4-methylbenzo[b]thiophen-2-yl)-5,6-dihydroimidazo[2,1-b]t... Reactants: OC1=NC2=CC3=C(C=C2C=C1)CC1(C(NC2=NC=CC=C21)=O)C3 ((±)-2-hydroxy-6,8-dihydrospiro[cyclopenta[g]quinoline-7,3′-pyrrolo[2,3-b]pyridin]-2′(1′H)-one), O=P(Cl)(Cl)Cl (POCl3). Product: ClC1=NC2=CC3=C(C=C2C=C1)CC1(C(NC2=NC=CC=C21)=O)C3 ((±)-2-Chloro-6,8-dihydrospiro[cyclopenta[g]quinoline-7,3′-pyrrolo[2,3-b]pyridin]-2′(1′H)-one). As a reaction SMILES: O[C:2]1[CH:11]=[CH:10][C:9]2[C:4](=[CH:5][C:6]3[CH2:23][C:13]4([C:21]5[C:16](=[N:17][CH:18]=[CH:19][CH:20]=5)[NH:15][C:14]4=[O:22])[CH2:12][C:7]=3[CH:8]=2)[N:3]=1.O=P(Cl)(Cl)[Cl:26]>>[Cl:26][C:2]1[CH:11]=[CH:10][C:9]2[C:4](=[CH:5][C:6]3[CH2:23][C:13]4([C:21]5[C:16](=[N:17][CH:18]=[CH:19][CH:20]=5)[NH:15][C:14]4=[O:22])[CH2:12][C:7]=3[CH:8]=2)[N:3]=1. Procedure details: A solution of (±)-2-hydroxy-6,8-dihydrospiro[cyclopenta[g]quinoline-7,3′-pyrrolo[2,3-b]pyridin]-2′(1′H)-one from Step B (3.00 g, 9.89 mmol) in POCl3 (30 mL) was stirred at 80° C. for 2 h, then concentrated to dryness under reduced pressure. The residue was partitioned between saturated aqueous NaHCO3 (200 mL) and CH2Cl2 (500 mL). The aqueous layer was extracted further with CH2Cl2 (200 mL). The combined organic layers were dried over Na2SO4, filtered, and concentrated under reduced pressure to g... Starting materials: C(C)(C)(C)OC([C@@H](NC(=O)OCC1=CC=CC=C1)CC1=CC=C(C=C1)O)=O (N-benzyloxycarbonyl-tyrosine-tert-butyl ester), C(C)(C)(C)OC(CBr)=O (bromoacetic acid-tert-butyl ester), alkylated phenol. The product is C(C)(C)(C)OC([C@@H](NC(=O)OCC1=CC=CC=C1)CC1=CC=C(C=C1)OCC(=O)OC(C)(C)C)=O (N-Benzyloxycarbonyl-3-[4-(tert-butoxycarbonylmethoxy)-phenyl]-alanine-tert-butyl ester). As a reaction SMILES: [C:1]([O:5][C:6](=[O:27])[C@H:7]([CH2:19][C:20]1[CH:25]=[CH:24][C:23]([OH:26])=[CH:22][CH:21]=1)[NH:8][C:9]([O:11][CH2:12][C:13]1[CH:18]=[CH:17][CH:16]=[CH:15][CH:14]=1)=[O:10])([CH3:4])([CH3:3])[CH3:2].[C:28]([O:32][C:33](=[O:36])[CH2:34]Br)([CH3:31])([CH3:30])[CH3:29]>>[C:1]([O:5][C:6](=[O:27])[C@H:7]([CH2:19][C:20]1[CH:21]=[CH:22][C:23]([O:26][CH2:34][C:33]([O:32][C:28]([CH3:31])([CH3:30])[CH3:29])=[O:36])=[CH:24][CH:25]=1)[NH:8][C:9]([O:11][CH2:12][C:13]1[CH:18]=[CH:17][CH:16]=[CH:15][CH:14]=1)=[O:10])([CH3:4])([CH3:2])[CH3:3]. Reported procedure: 5.57 g (15 mmol) of N-benzyloxycarbonyl-tyrosine-tert-butyl ester is reacted with bromoacetic acid-tert-butyl ester to alkylated phenol analogously to Example 1a). The reactants are FC(SCl)(F)F (trifluoromethylsulphenyl chloride), C(Cl)(Cl)Cl (chloroform), C1(=CC=CC=C1)O (phenol). Solvent: N1=CC=CC=C1 (pyridine), [Fe] (iron). Reaction conditions: time 2 day. The product is FC(SC1=C(C(=CC(=C1)SC(F)(F)F)SC(F)(F)F)O)(F)F (2,4,6-tris(trifluoromethylthio)phenol). Reaction SMILES: [F:1][C:2]([F:6])([F:5])[S:3]Cl.C(Cl)(Cl)Cl.[C:11]1([OH:17])[CH:16]=[CH:15][CH:14]=[CH:13][CH:12]=1>N1C=CC=CC=1.[Fe]>[F:1][C:2]([F:6])([F:5])[S:3][C:12]1[CH:13]=[C:14]([S:3][C:2]([F:6])([F:5])[F:1])[CH:15]=[C:16]([S:3][C:2]([F:6])([F:5])[F:1])[C:11]=1[OH:17]. Procedure details: Condensed 32.5 g of trifluoromethylsulphenyl chloride was placed in a pressured bottle in a dry ice bath. 60 ml of chilled chloroform was added under nitrogen, followed by the addition of 5.6 g of phenol in 16 g of pyridine and 0.8 g of iron powder. The mixture was stirred in a closed bottle at room temperature for two days. The solution was then washed with water and diluted with hydrochloric acid. After removal of the solvent, the crude product was distilled with a column. The yield was 10 g. ... Product: C(C)OC([C@@H](NC(C1=C(C(=C(C(=C1I)NC(C)=O)I)NC(C)=O)I)=O)CC(=O)OCC)=O (N-(3,5-diacetamido-2,4,6-triiodobenzoyl)-L-aspartic acid diethyl ester). The reactants are product, C(C)(=O)NC=1C(=C(C(=O)Cl)C(=C(C1I)NC(C)=O)I)I (3,5-diacetamido-2,4,6-triiodobenzoyl chloride), Cl.C(C)OC([C@@H](N)CC(=O)OCC)=O (L-aspartic acid diethyl ester hydrochloride). Reported procedure: Following the procedure of example 13, 112 g (65%) of the product is synthesized from 140 g (0.22 Mol) 3,5-diacetamido-2,4,6-triiodobenzoyl chloride and 75 g (0.33 Mol) L-aspartic acid diethyl ester hydrochloride. As a reaction SMILES: [C:1]([NH:4][C:5]1[C:6]([I:20])=[C:7]([C:11]([I:19])=[C:12]([NH:15][C:16](=[O:18])[CH3:17])[C:13]=1[I:14])[C:8](Cl)=[O:9])(=[O:3])[CH3:2].Cl.[CH2:22]([O:24][C:25](=[O:34])[C@H:26]([CH2:28][C:29]([O:31][CH2:32][CH3:33])=[O:30])[NH2:27])[CH3:23]>>[CH2:22]([O:24][C:25](=[O:34])[C@H:26]([CH2:28][C:29]([O:31][CH2:32][CH3:33])=[O:30])[NH:27][C:8](=[O:9])[C:7]1[C:6]([I:20])=[C:5]([NH:4][C:1](=[O:3])[CH3:2])[C:13]([I:14])=[C:12]([NH:15][C:16](=[O:18])[CH3:17])[C:11]=1[I:19])[CH3:23] |f:1.2|. The reactants are ClC(C(C(F)(F)F)(F)F)Cl (dichloropentafluoropropane), ClC(C(C(F)(F)F)(F)F)Cl (1,1-dichloro-2,2,3,3,3-pentafluoropropane), raw material, ClCC(C(F)(F)F)F (1-chloro-2,3,3,3-tetrafluoropropane). Product: ClC(=C(C(F)(F)F)F)Cl (1,1-dichloro-2,3,3,3-tetrafluoropropene), ClC(C(C(F)(F)F)(F)F)Cl (1,1-dichloro-2,2,3,3,3-pentafluoropropane). RXN SMILES: ClCC(F)C(F)(F)F.[Cl:9][CH:10]([Cl:18])[C:11]([F:17])([F:16])[C:12]([F:15])([F:14])[F:13]>>[Cl:9][C:10]([Cl:18])=[C:11]([F:16])[C:12]([F:15])([F:14])[F:13].[Cl:9][CH:10]([Cl:18])[C:11]([F:17])([F:16])[C:12]([F:15])([F:14])[F:13]. Reported procedure: The process for producing tetrafluoropropenes of the present invention comprises contacting a raw material composition comprising 1-chloro-2,3,3,3-tetrafluoropropane (HCFC-244eb) and dichloropentafluoropropane including 1,1-dichloro-2,2,3,3,3-pentafluoropropane (HCFC-225ca) and at least one of its isomers, with an alkali aqueous solution in the presence of a phase-transfer catalyst, to produce 1,1-dichloro-2,3,3,3-tetrafluoropropene (CFO-1214ya) from the 1,1-dichloro-2,2,3,3,3-pentafluoropropane... Reactants: CC1=CC=C(C=C1)C(CC(CC)=O)=O (1-(4-methylphenyl)pentane-1,3-dione), N(N)C=1C=C(C#N)C=CN1 (2-hydrazinylisonicotinonitrile), CC(=O)O (AcOH). Solvent: CCO (EtOH). Yields the product C(C)C1=NN(C(=C1)C1=CC=C(C=C1)C)C1=NC=CC(=C1)C#N (2-[3-ethyl-5-(4-methylphenyl)-1H-pyrazol-1-yl]pyridine-4-carbonitrile). Isolated yield 176.6%. As a reaction SMILES: [CH3:1][C:2]1[CH:7]=[CH:6][C:5]([C:8](=O)[CH2:9][C:10](=O)[CH2:11][CH3:12])=[CH:4][CH:3]=1.[NH:15]([C:17]1[CH:18]=[C:19]([CH:22]=[CH:23][N:24]=1)[C:20]#[N:21])[NH2:16].CC(O)=O>CCO>[CH2:11]([C:10]1[CH:9]=[C:8]([C:5]2[CH:6]=[CH:7][C:2]([CH3:1])=[CH:3][CH:4]=2)[N:15]([C:17]2[CH:18]=[C:19]([C:20]#[N:21])[CH:22]=[CH:23][N:24]=2)[N:16]=1)[CH3:12]. Procedure details: To a solution of 1-(4-methylphenyl)pentane-1,3-dione (370 mg, 1.9 mmol) and 2-hydrazinylisonicotinonitrile (150 mg, 1.1 mmol, PREPARATION 2) in 10 mL EtOH was added 2 mL AcOH. The reaction mixture was heated under reflux conditions overnight before being cooled and concentrated to dryness. The residue was adjusted to pH >8 with saturated aq. K2CO3, then extracted by EtOAc (10 mL×3). The combined organic layers were washed with 20 mL brine, dried over Na2SO4, concentrated, and purified by flash c...